This data is from the Open Reaction Database (ORD), a public repository of structured organic reaction records. The task is: describe an organic reaction: reactants, conditions, products, and yield Reactants: C(C)(C)NC1=CC=CC=C1 (N-isopropyl aniline), BrCC(=O)OCC (ethyl bromoacetate), C([O-])([O-])=O.[K+].[K+] (potassium carbonate), [I-].[Na+] (sodium iodide). The solvent is CN(C=O)C (N,N-dimethylformamide). Run at time 1 hour. The product is C(C)OC(=O)CN(C1=CC=CC=C1)C(C)C (N-ethoxycarbonylmethyl-N-isopropyl aniline). Isolated yield 99.0%. As a reaction SMILES: [CH:1]([NH:4][C:5]1[CH:10]=[CH:9][CH:8]=[CH:7][CH:6]=1)([CH3:3])[CH3:2].Br[CH2:12][C:13]([O:15][CH2:16][CH3:17])=[O:14].C(=O)([O-])[O-].[K+].[K+].[I-].[Na+]>CN(C)C=O>[CH2:16]([O:15][C:13]([CH2:12][N:4]([CH:1]([CH3:3])[CH3:2])[C:5]1[CH:10]=[CH:9][CH:8]=[CH:7][CH:6]=1)=[O:14])[CH3:17] |f:2.3.4,5.6|. Procedure details: N-isopropyl aniline 1.0 g, ethyl bromoacetate 2.47 g, potassium carbonate 5.11 g and sodium iodide 5.55 g were dissolved in N,N-dimethylformamide 14 ml in a nitrogen atmosphere and stirred under reflux with heating. After 1 hour, the reaction mixture was cooled to room temperature and then partitioned by adding water and diethyl ether, and the organic layer was washed with water and then with brine, dried over magnesium sulfate anhydride, and evaporated. The residue was purified by silica gel co...